The task is: describe an organic reaction: reactants, conditions, products, and yield. This data is from the Open Reaction Database (ORD), a public repository of structured organic reaction records. Starting materials: C1=NC=CC=2C(CC=CC12)=O (Isoquinolin-5-one), NO (hydroxylamine), C(C)O (ethanol). The solvent is N1=CC=CC=C1 (pyridine). Yields the product ON=C1C=2C=CN=CC2C=CC1 (5-hydroxyiminoisoquinoline). Yield: 61.8%. As a reaction SMILES: [CH:1]1[C:10]2[CH:9]=[CH:8][CH2:7][C:6](=O)[C:5]=2[CH:4]=[CH:3][N:2]=1.[NH2:12][OH:13].C(O)C>N1C=CC=CC=1>[OH:13][N:12]=[C:6]1[CH2:7][CH:8]=[CH:9][C:10]2[CH:1]=[N:2][CH:3]=[CH:4][C:5]1=2. Reported procedure: Isoquinolin-5-one (21.57g, 0.147M) and hydroxylamine (15.55g, 0.22M) together with approximately 300 ml of dry ethanol and 75 ml of pyridine were stirred at reflux temperature of the mixture for 6 hours. The solvent was then removed by evaporation and the residue was dissolved in a mixture of diethyl ether and water (600 ml, ca. 1:1). The organic phase was separated and extracted with water to remove residual pyridine, washed with saturated, aqueous solution of sodium chloride and dried over mag... Reactants: Cc1cscc1S(=O)(=O)N=C=O, COc1nc(N)nc(OC)n1, C1CCOC1. Yields the product COc1nc(NC(=O)NS(=O)(=O)c2cscc2C)nc(OC)n1. Reaction SMILES: [CH3:1][c:2]1[c:3]([S:7](=[O:8])(=[O:9])[N:10]=[C:11]=[O:12])[cH:4][s:5][cH:6]1.[NH2:13][c:14]1[n:15][c:16]([O:22][CH3:23])[n:17][c:18]([O:20][CH3:21])[n:19]1.[O:24]1[CH2:25][CH2:26][CH2:27][CH2:28]1>>[CH3:1][c:2]1[c:3]([S:7](=[O:8])(=[O:9])[NH:10][C:11](=[O:12])[NH:13][c:14]2[n:15][c:16]([O:22][CH3:23])[n:17][c:18]([O:20][CH3:21])[n:19]2)[cH:4][s:5][cH:6]1. Reactants: ClC=1C=CC2=C(C(NC3=NC=CC(=C23)NC2=CC=C(C=C2)NC(C2=CC=CC=C2)=O)=O)C1 (N-(4-(8-Chloro-6-oxo-5,6-dihydrobenzo[c][1,8]naphthyridin-1-ylamino)phenyl)benzamide), CC(C)C1=CC(=C(C(=C1)C(C)C)C2=C(C=CC=C2)P(C3CCCCC3)C4CCCCC4)C(C)C (X-Phos), CN1CCNCC1 (1-methylpiperazine). Reagents/catalysts: CC(=O)[O-].CC(=O)[O-].[Pd+2] (Pd(OAc)2). The solvent is O1CCOCC1 (dioxane). Conditions: temperature 100 celsius, time 8 hour. The product is CN1CCN(CC1)C=1C=CC2=C(C(NC3=NC=CC(=C23)NC2=CC=C(C=C2)NC(C2=CC=CC=C2)=O)=O)C1 (N-(4-(8-(4-Methylpiperazin-1-yl)-6-oxo-5,6-dihydrobenzo[c][1,8]naphthyridin-1-ylamino)phenyl)benzamide). Reaction SMILES: Cl[C:2]1[CH:3]=[CH:4][C:5]2[C:14]3[C:9](=[N:10][CH:11]=[CH:12][C:13]=3[NH:15][C:16]3[CH:21]=[CH:20][C:19]([NH:22][C:23](=[O:30])[C:24]4[CH:29]=[CH:28][CH:27]=[CH:26][CH:25]=4)=[CH:18][CH:17]=3)[NH:8][C:7](=[O:31])[C:6]=2[CH:32]=1.CC(C1C=C(C(C)C)C(C2C=CC=CC=2P(C2CCCCC2)C2CCCCC2)=C(C(C)C)C=1)C.[CH3:67][N:68]1[CH2:73][CH2:72][NH:71][CH2:70][CH2:69]1>O1CCOCC1.CC([O-])=O.CC([O-])=O.[Pd+2]>[CH3:67][N:68]1[CH2:73][CH2:72][N:71]([C:2]2[CH:3]=[CH:4][C:5]3[C:14]4[C:9](=[N:10][CH:11]=[CH:12][C:13]=4[NH:15][C:16]4[CH:21]=[CH:20][C:19]([NH:22][C:23](=[O:30])[C:24]5[CH:29]=[CH:28][CH:27]=[CH:26][CH:25]=5)=[CH:18][CH:17]=4)[NH:8][C:7](=[O:31])[C:6]=3[CH:32]=2)[CH2:70][CH2:69]1 |f:4.5.6|. Procedure: 275 (44 mg, 0.10 mmol), Pd(OAc)2 (6 mg 0.02 mmol), X-Phos (19 mg, 0.04 mmol), and 1-methylpiperazine (0.02 mL, 0.20 mmol) were suspended in dioxane (3 mL), and stirred overnight at 100° C. for overnight. The crude reaction mixture purified via HP-LC to provide 276. LC-MS (M+H=505, obsd.=505).